From a dataset of the Open Reaction Database (ORD), a public repository of structured organic reaction records. describe an organic reaction: reactants, conditions, products, and yield The reactants are ClC1=CC=C(C(CNC=2NCCN2)O)C=C1 (p-chloro-α-(2-imidazoline-2-ylaminomethyl)benzyl alcohol), S(O)(O)(=O)=O (sulfuric acid), [OH-].[Na+] (sodium hydroxide). Product: Cl.N1C=2N(CC1)CCN2 (2,3,5,6-tetrahydro-1H-imidazo[1,2-a]imidazole hydrochloride). Reaction SMILES: [Cl:1]C1C=CC([CH:6](O)[CH2:7][NH:8][C:9]2[NH:10][CH2:11][CH2:12][N:13]=2)=CC=1.S(=O)(=O)(O)O.[OH-].[Na+]>>[ClH:1].[NH:10]1[CH2:11][CH2:12][N:13]2[CH2:6][CH2:7][N:8]=[C:9]12 |f:2.3,4.5|. Procedure details: 3.4 parts of p-chloro-α-(2-imidazoline-2-ylaminomethyl)benzyl alcohol are added to 30 parts of sulfuric acid 80% while stirring and cooling in an ice-bath. Upon completion, the whole is stirred for 2 hours at room temperature. The reaction mixture is poured onto crushed ice, alkalized with a concentrated sodium hydroxide solution and the product in base form is extracted with methylene chloride. The extract is dried, filtered and evaporated. The residue is dissolved in 2-propanol. The solution i... Starting materials: C(C)(C)(C)OC(=O)NC(CN1N=C(C2=CC=CC=C12)C)C ((RS)-1-[2-(tert-butoxycarbonylamino)propyl]-3-methylindazole), ClCCl (dichloromethane), FC(C(=O)O)(F)F (trifluoroacetic acid), C(\C=C\C(=O)O)(=O)O (fumaric acid). Run in CC(C)O (2-Propanol). Run at time 1 hour. The product is C(\C=C\C(=O)O)(=O)O.CC1=NN(C2=CC=CC=C12)CC(C)N ((RS)-1-(3-Methylindazol-1-yl)-2-propylamine Fumarate). Yield: 67.8%. Reaction SMILES: C(OC([NH:8][CH:9]([CH3:21])[CH2:10][N:11]1[C:19]2[C:14](=[CH:15][CH:16]=[CH:17][CH:18]=2)[C:13]([CH3:20])=[N:12]1)=O)(C)(C)C.ClCCl.FC(F)(F)C(O)=O.[C:32]([OH:39])(=[O:38])/[CH:33]=[CH:34]/[C:35]([OH:37])=[O:36]>CC(O)C>[C:32]([OH:39])(=[O:38])/[CH:33]=[CH:34]/[C:35]([OH:37])=[O:36].[CH3:20][C:13]1[C:14]2[C:19](=[CH:18][CH:17]=[CH:16][CH:15]=2)[N:11]([CH2:10][CH:9]([NH2:8])[CH3:21])[N:12]=1 |f:5.6|. Reported procedure: A mixture of (RS)-1-[2-(tert-butoxycarbonylamino)propyl]-3-methylindazole (1.2 g, 4.3 mmol), dichloromethane (15 mL) and trifluoroacetic acid (5 mL) was stirred for 1 h. The mixture was partitioned between aqueous sodium hydroxide solution (2 N, 30 mL) and dichloromethane (3×30 mL). The combined organic extracts were washed with brine (2×), dried (magnesium sulfate) and concentrated in vacuo to give an orange oil. 2-Propanol (5 mL) was added, the mixture was heated to boiling, then fumaric acid ... Starting materials: C(C)(C)(C)C1=CC=C(C=C1)S(=O)(=O)N(C=1C=C2C=CC=NC2=CC1)CC(=O)O ([(4-tert-butyl-benzenesulfonyl)-quinolin-6-yl-amino]-acetic acid), C1(CC1)NCC1=CC(=CC=C1)OC (cyclopropyl-(3-methoxy-benzyl)-amine). The product is C(C)(C)(C)C1=CC=C(C=C1)S(=O)(=O)N(CC(=O)N(CC1=CC(=CC=C1)OC)C1CC1)C=1C=C2C=CC=NC2=CC1 (2-[(4-tert-Butyl-benzenesulfonyl)-quinolin-6-yl-amino]-N-cyclopropyl-N-(3-methoxy-benzyl)-acetamide). As a reaction SMILES: [C:1]([C:5]1[CH:10]=[CH:9][C:8]([S:11]([N:14]([CH2:25][C:26]([OH:28])=O)[C:15]2[CH:16]=[C:17]3[C:22](=[CH:23][CH:24]=2)[N:21]=[CH:20][CH:19]=[CH:18]3)(=[O:13])=[O:12])=[CH:7][CH:6]=1)([CH3:4])([CH3:3])[CH3:2].[CH:29]1([NH:32][CH2:33][C:34]2[CH:39]=[CH:38][CH:37]=[C:36]([O:40][CH3:41])[CH:35]=2)[CH2:31][CH2:30]1>>[C:1]([C:5]1[CH:6]=[CH:7][C:8]([S:11]([N:14]([C:15]2[CH:16]=[C:17]3[C:22](=[CH:23][CH:24]=2)[N:21]=[CH:20][CH:19]=[CH:18]3)[CH2:25][C:26]([N:32]([CH:29]2[CH2:31][CH2:30]2)[CH2:33][C:34]2[CH:39]=[CH:38][CH:37]=[C:36]([O:40][CH3:41])[CH:35]=2)=[O:28])(=[O:13])=[O:12])=[CH:9][CH:10]=1)([CH3:2])([CH3:4])[CH3:3]. Procedure: prepared by reaction of [(4-tert-butyl-benzenesulfonyl)-quinolin-6-yl-amino]-acetic acid with cyclopropyl-(3-methoxy-benzyl)-amine Reactants: tert.-butyl ester, C(#N)C=1C=CC(=C(C1)/C=C/C(=O)O)OC ((E)-3-(5-cyano-2-methoxy-phenyl)-acrylic acid), F[B-](F)(F)F.N1(N=NC2=C1C=CC=C2)OC(=[N+](C)C)N(C)C (2-(1H-benzotriazol-1-yl)-1,1,3,3-tetramethyl-uronium tetrafluoroborate), C(C)(C)N(CC)C(C)C (diisopropylethylamine), N[C@H](CNC(O)=O)CN1CCC(CC1)OC1=CC=C(C=C1)F ({(R)-2-Amino-3-[4-(4-fluoro-phenoxy)-piperidin-1-yl]-propyl}-carbamic acid). Run in C(Cl)Cl (DCM), C(Cl)Cl (DCM). Conditions: time 30 minute. Product: C(C)(C)(C)OC(NC[C@H](CN1CCC(CC1)OC1=CC=C(C=C1)F)NC(\C=C\C1=C(C=CC(=C1)C#N)OC)=O)=O ({(R)-2-[(E)-3-(5-cyano-2-methoxy-phenyl)-acryloylamino]-3-[4-(4-fluoro-phenoxy)-piperidin-1-yl]-propyl}-carbamic acid tert-butyl ester). RXN SMILES: [C:1]([C:3]1[CH:4]=[CH:5][C:6]([O:14][CH3:15])=[C:7](/[CH:9]=[CH:10]/[C:11]([OH:13])=O)[CH:8]=1)#[N:2].F[B-](F)(F)F.N1(OC(N(C)C)=[N+](C)C)C2C=C[CH:28]=[CH:29][C:24]=2N=N1.[CH:38](N(C(C)C)CC)(C)C.[NH2:47][C@@H:48]([CH2:54][N:55]1[CH2:60][CH2:59][CH:58]([O:61][C:62]2[CH:67]=[CH:66][C:65]([F:68])=[CH:64][CH:63]=2)[CH2:57][CH2:56]1)[CH2:49][NH:50][C:51](=[O:53])[OH:52]>C(Cl)Cl>[C:29]([O:53][C:51](=[O:52])[NH:50][CH2:49][C@@H:48]([NH:47][C:11](=[O:13])/[CH:10]=[CH:9]/[C:7]1[CH:8]=[C:3]([C:1]#[N:2])[CH:4]=[CH:5][C:6]=1[O:14][CH3:15])[CH2:54][N:55]1[CH2:56][CH2:57][CH:58]([O:61][C:62]2[CH:67]=[CH:66][C:65]([F:68])=[CH:64][CH:63]=2)[CH2:59][CH2:60]1)([CH3:28])([CH3:24])[CH3:38] |f:1.2|. Procedure details: A solution of (E)-3-(5-cyano-2-methoxy-phenyl)-acrylic acid (0.36 g, 1.77 mmol), 2-(1H-benzotriazol-1-yl)-1,1,3,3-tetramethyl-uronium tetrafluoroborate (1.01 g, 2.65 mmol) and diisopropylethylamine (0.46 ml, 2.65 mmol) in DCM (15 ml) is treated with a solution of {(R)-2-Amino-3-[4-(4-fluoro-phenoxy)-piperidin-1-yl]-propyl}-carbamic acid .tert.-butyl ester (0.65 g, 1.77 mmol) in DCM (5 ml). The reaction mixture is stirred at ambient temperature for 30 minutes, then washed with saturated aqueous N... Starting materials: NC1=C(C=C(C=N1)C=1C=NN(C1)C1CCN(CC1)C(=O)OC(C)(C)C)C1=NN=NN1C1=C(C(=C(C=C1)C)F)F (tert-Butyl 4-(4-(6-amino-5-(1-(2,3-difluoro-4-methylphenyl)-1H-tetrazol-5-yl)pyridin-3-yl)-1H-pyrazol-1-yl)piperidine-1-carboxylate), NC1=C(C=C(C=N1)C=1C=NN(C1)C1CCN(CC1)C(=O)OC(C)(C)C)C1=NN=NN1C1=C(C(=C(C=C1)C)F)F (tert-Butyl 4-(4-(6-amino-5-(1-(2,3-difluoro-4-methylphenyl)-1H-tetrazol-5-yl)pyridin-3-yl)-1H-pyrazol-1-yl)piperidine-1-carboxylate), Cl.O1CCOCC1 (HCl dioxane). Product: Cl.Cl.FC1=C(C=CC(=C1F)C)N1N=NN=C1C=1C(=NC=C(C1)C=1C=NN(C1)C1CCNCC1)N (3-(1-(2,3-difluoro-4-methylphenyl)-1H-tetrazol-5-yl)-5-(1-(piperidin-4-yl)-1H-pyrazol-4-yl)pyridin-2-amine dihydrochloride salt). Yield: 99.3%. Reaction SMILES: [NH2:1][C:2]1[N:7]=[CH:6][C:5]([C:8]2[CH:9]=[N:10][N:11]([CH:13]3[CH2:18][CH2:17][N:16](C(OC(C)(C)C)=O)[CH2:15][CH2:14]3)[CH:12]=2)=[CH:4][C:3]=1[C:26]1[N:30]([C:31]2[CH:36]=[CH:35][C:34]([CH3:37])=[C:33]([F:38])[C:32]=2[F:39])[N:29]=[N:28][N:27]=1.[ClH:40].O1CCOCC1>>[ClH:40].[ClH:40].[F:39][C:32]1[C:33]([F:38])=[C:34]([CH3:37])[CH:35]=[CH:36][C:31]=1[N:30]1[C:26]([C:3]2[C:2]([NH2:1])=[N:7][CH:6]=[C:5]([C:8]3[CH:9]=[N:10][N:11]([CH:13]4[CH2:18][CH2:17][NH:16][CH2:15][CH2:14]4)[CH:12]=3)[CH:4]=2)=[N:27][N:28]=[N:29]1 |f:1.2,3.4.5|. Procedure: tert-Butyl 4-(4-(6-amino-5-(1-(2,3-difluoro-4-methylphenyl)-1H-tetrazol-5-yl)pyridin-3-yl)-1H-pyrazol-1-yl)piperidine-1-carboxylate (Compound 1102, 3.5 g, 6.511 mmol) was treated with 4.0 M HCl/dioxane (50 mL, 200.0 mmol) for 1 h at RT. The precipitate was collected by filtration and dried under vacuum to give 3-(1-(2,3-difluoro-4-methylphenyl)-1H-tetrazol-5-yl)-5-(1-(piperidin-4-yl)-1H-pyrazol-4-yl)pyridin-2-amine dihydrochloride salt (Compound 11, 3.3 g, 99%) as a slightly yellow solid. Run in CN(C=O)C (dimethylformamide). The reactants are CNC1=CC=CC=C1 (N-methylaniline), C(Br)C1CO1 (epibromohydrin), [H-].[Na+] (sodium hydride). The product is CN(C1=CC=CC=C1)CC1OC1 (N-Methyl-N-phenylaminomethyloxirane). Procedure: A procedure similar to that described in Preparation 46 was repeated, except that 5 g of N-methylaniline, 7.65 ml of epibromohydrin, 2.44 g of sodium hydride (as a 55% by weight dispersion in mineral oil) and 100 ml of anhydrous dimethylformamide were used, to give 1.67 g of the title compound as a pale yellow oil having an Rf value of 0.33 (on silica gel thin layer chromatography, using a 1:10 by volume mixture of ethyl acetate and hexane as the developing solvent). Reaction SMILES: [CH3:1][NH:2][C:3]1[CH:8]=[CH:7][CH:6]=[CH:5][CH:4]=1.[CH2:9]([CH:11]1[O:13][CH2:12]1)Br.[H-].[Na+]>CN(C)C=O>[CH3:1][N:2]([CH2:9][CH:11]1[CH2:12][O:13]1)[C:3]1[CH:8]=[CH:7][CH:6]=[CH:5][CH:4]=1 |f:2.3|. The reactants are C1(CC1)C1=NN=NN1C1=C(OCCO)C=CC(=C1)[N+](=O)[O-] (2-(2-(5-cyclopropyl-1H-tetrazol-1-yl)-4-nitrophenoxy)ethan-1-ol). The reagents and catalysts are [Pd] (palladium on charcoal). The solvent is CO (MeOH). Product: NC1=CC(=C(OCCO)C=C1)N1N=NN=C1C1CC1 (2-(4-amino-2-(5-cyclopropyl-1H-tetrazol-1-yl)phenoxy)ethan-1-ol). Yield: 85.5%. RXN SMILES: [CH:1]1([C:4]2[N:8]([C:9]3[CH:18]=[C:17]([N+:19]([O-])=O)[CH:16]=[CH:15][C:10]=3[O:11][CH2:12][CH2:13][OH:14])[N:7]=[N:6][N:5]=2)[CH2:3][CH2:2]1>[Pd].CO>[NH2:19][C:17]1[CH:16]=[CH:15][C:10]([O:11][CH2:12][CH2:13][OH:14])=[C:9]([N:8]2[C:4]([CH:1]3[CH2:3][CH2:2]3)=[N:5][N:6]=[N:7]2)[CH:18]=1. Procedure details: Similarly, 2-(2-(5-cyclopropyl-1H-tetrazol-1-yl)-4-nitrophenoxy)ethan-1-ol (82 mg, 0.3 mmol), palladium on charcoal (16 mg) and MeOH (7 mL) was hydrogenated to give 2-(4-amino-2-(5-cyclopropyl-1H-tetrazol-1-yl)phenoxy)ethan-1-ol (67 mg, 91%) after workup. Starting materials: COc1ccc(C(=O)Cl)cc1C(F)(F)F, Nc1ccc2c(c1)CN(C=O)CC2. Product: COc1ccc(C(=O)Nc2ccc3c(c2)CN(C=O)CC3)cc1C(F)(F)F. Reaction SMILES: [CH3:14][O:15][c:16]1[c:17]([C:25]([F:26])([F:27])[F:28])[cH:18][c:19]([C:20](=[O:21])[Cl:22])[cH:23][cH:24]1.[NH2:1][c:2]1[cH:3][cH:4][c:5]2[c:10]([cH:11]1)[CH2:9][N:8]([CH:12]=[O:13])[CH2:7][CH2:6]2>>[NH:1]([c:2]1[cH:3][cH:4][c:5]2[c:10]([cH:11]1)[CH2:9][N:8]([CH:12]=[O:13])[CH2:7][CH2:6]2)[C:20]([c:19]1[cH:18][c:17]([C:25]([F:26])([F:27])[F:28])[c:16]([O:15][CH3:14])[cH:24][cH:23]1)=[O:21].